Dataset: the Open Reaction Database (ORD), a public repository of structured organic reaction records. Task: describe an organic reaction: reactants, conditions, products, and yield The reactants are CC(C)N, Cc1ccccc1, CC(C)NS(=O)(=O)Cl, Oc1ccccc1, O=S(=O)(Cl)Cl, Cl[Sb](Cl)(Cl)(Cl)Cl. The product is CC(C)NS(=O)(=O)Oc1ccccc1. As a reaction SMILES: [CH3:16][CH:17]([NH2:18])[CH3:19].[CH3:31][c:32]1[cH:33][cH:34][cH:35][cH:36][cH:37]1.[CH:8]([CH3:9])([CH3:10])[NH:11][S:12](=[O:13])(=[O:14])[Cl:15].[OH:1][c:2]1[cH:3][cH:4][cH:5][cH:6][cH:7]1.[S:20]([Cl:21])([Cl:22])(=[O:23])=[O:24].[Sb:25]([Cl:26])([Cl:27])([Cl:28])([Cl:29])[Cl:30]>>[O:1]([c:2]1[cH:3][cH:4][cH:5][cH:6][cH:7]1)[S:12]([NH:11][CH:8]([CH3:9])[CH3:10])(=[O:13])=[O:14]. The product is C(C)C(CN(C(=O)C1=C(C(=O)O)C=CC=C1)CC(CCCC)CC)CCCC (2-{N,N-di(2-ethylhexyl)carbamoyl}-benzoic acid). Isolated yield 100.2%. RXN SMILES: [C:1]1(=[O:11])[O:6][C:4](=[O:5])[C:3]2=[CH:7][CH:8]=[CH:9][CH:10]=[C:2]12.[CH2:12]([CH:14]([CH2:25][CH2:26][CH2:27][CH3:28])[CH2:15][NH:16][CH2:17][CH:18]([CH2:23][CH3:24])[CH2:19][CH2:20][CH2:21][CH3:22])[CH3:13]>C(#N)C>[CH2:23]([CH:18]([CH2:19][CH2:20][CH2:21][CH3:22])[CH2:17][N:16]([CH2:15][CH:14]([CH2:12][CH3:13])[CH2:25][CH2:26][CH2:27][CH3:28])[C:4]([C:3]1[CH:7]=[CH:8][CH:9]=[CH:10][C:2]=1[C:1]([OH:6])=[O:11])=[O:5])[CH3:24]. Procedure details: To 200 ml of acetonitrile were added 14.8 g of phthalic anhydride and 24.2 g of di(2-ethylhexyl)amine and the mixture was refluxed for 2 hours and then concentrated to provide 39.0 g of oily 2-{N,N-di(2-ethylhexyl)carbamoyl}-benzoic acid. Solvent: C(C)#N (acetonitrile). Starting materials: C1(C=2C(C(=O)O1)=CC=CC2)=O (phthalic anhydride), C(C)C(CNCC(CCCC)CC)CCCC (di(2-ethylhexyl)amine). The reactants are CC(C)c1ccc2c(Nc3cc(C(=O)Nc4ccc(F)cn4)ccc3Sc3ccc(NC(=O)OCC(Cl)(Cl)Cl)cc3)ncnc2n1, Cl, [Na+], C1CCOC1, [OH-], O. Product: CC(C)c1ccc2c(Nc3cc(C(=O)Nc4ccc(F)cn4)ccc3Sc3ccc(N)cc3)ncnc2n1. RXN SMILES: [Cl:1][C:2]([Cl:3])([Cl:4])[CH2:5][O:44][C:45]([NH:6][c:7]1[cH:8][cH:9][c:10]([S:13][c:14]2[c:15]([NH:30][c:31]3[c:32]4[c:33]([n:34][cH:35][n:36]3)[n:37][c:38]([CH:41]([CH3:42])[CH3:43])[cH:39][cH:40]4)[cH:16][c:17]([C:20]([NH:21][c:22]3[n:23][cH:24][c:25]([F:28])[cH:26][cH:27]3)=[O:29])[cH:18][cH:19]2)[cH:11][cH:12]1)=[O:46].[ClH:49].[Na+:48].[O:50]1[CH2:51][CH2:52][CH2:53][CH2:54]1.[OH-:47].[OH2:55]>>[NH2:6][c:7]1[cH:8][cH:9][c:10]([S:13][c:14]2[c:15]([NH:30][c:31]3[c:32]4[c:33]([n:34][cH:35][n:36]3)[n:37][c:38]([CH:41]([CH3:42])[CH3:43])[cH:39][cH:40]4)[cH:16][c:17]([C:20]([NH:21][c:22]3[n:23][cH:24][c:25]([F:28])[cH:26][cH:27]3)=[O:29])[cH:18][cH:19]2)[cH:11][cH:12]1. Reactants: ClCCCC1=NNC2=CC=CC=C12 ((3-chloropropyl)indazole), [C-]#N.[Na+] (sodium cyanide). The solvent is CN(C=O)C (dimethylformamide). Conditions: temperature 90 celsius. Yields the product C(#N)CCCC1=NNC2=CC=CC=C12 (3-(3-cyanopropyl)indazole). Yield: 449.8%. As a reaction SMILES: Cl[CH2:2][CH2:3][CH2:4][C:5]1[C:13]2[C:8](=[CH:9][CH:10]=[CH:11][CH:12]=2)[NH:7][N:6]=1.[C-:14]#[N:15].[Na+]>CN(C)C=O>[C:14]([CH2:2][CH2:3][CH2:4][C:5]1[C:13]2[C:8](=[CH:9][CH:10]=[CH:11][CH:12]=2)[NH:7][N:6]=1)#[N:15] |f:1.2|. Procedure: A solution of (3-chloropropyl)indazole (Sasakura et al, Synth. Comm., 18, pg 259 (1988)) (750 mg, 3.75 mM) in dimethylformamide (25 ml) was stirred at room temperature and sodium cyanide (370 mg, 7.5 mM) added in one portion. The resulting mixture was heated at 90° C. for 4 hr. The dimethylformamide was removed in vacuo and the residue partitioned between water and ethyl acetate. The combined organics were dried over magnesium sulfate. Column chromatography (ethyl acetate/cyclohexane, 1:1) provi...